Dataset: the Open Reaction Database (ORD), a public repository of structured organic reaction records. Task: describe an organic reaction: reactants, conditions, products, and yield The solvent is CCO (EtOH). Procedure: To a solution of {2′-[3-(2-bromo-phenyl)-1-ethyl-ureidomethyl]-6-methoxy-4′-trifluoromethyl-biphenyl-3-yl}-acetic acid (0.072 g, 0.13 mmol) in EtOH was added 10% palladium on carbon (0.020 g), and the reaction was stirred under H2 using a Parr apparatus overnight. The mixture was filtered through a pad of Celite and concentrated, and the residue was acidified with 1N aqueous HCl and extracted with CH2Cl2. The combined organic layers were dried and concentrated, and the crude material was purifie... Conditions: time 8 hour. Reagents/catalysts: [Pd] (palladium on carbon). Yields the product C(C)N(C(=O)NC1=CC=CC=C1)CC1=C(C=CC(=C1)C(F)(F)F)C1=CC(=CC=C1OC)CC(=O)O ([2′-(1-Ethyl-3-phenyl-ureidomethyl)-6-methoxy-4′-trifluoromethyl-biphenyl-3-yl]-acetic acid). Reaction SMILES: Br[C:2]1[CH:7]=[CH:6][CH:5]=[CH:4][C:3]=1[NH:8][C:9](=[O:36])[N:10]([CH2:13][C:14]1[CH:19]=[C:18]([C:20]([F:23])([F:22])[F:21])[CH:17]=[CH:16][C:15]=1[C:24]1[C:29]([O:30][CH3:31])=[CH:28][CH:27]=[C:26]([CH2:32][C:33]([OH:35])=[O:34])[CH:25]=1)[CH2:11][CH3:12]>CCO.[Pd]>[CH2:11]([N:10]([CH2:13][C:14]1[CH:19]=[C:18]([C:20]([F:23])([F:22])[F:21])[CH:17]=[CH:16][C:15]=1[C:24]1[C:29]([O:30][CH3:31])=[CH:28][CH:27]=[C:26]([CH2:32][C:33]([OH:35])=[O:34])[CH:25]=1)[C:9]([NH:8][C:3]1[CH:4]=[CH:5][CH:6]=[CH:7][CH:2]=1)=[O:36])[CH3:12]. The reactants are BrC1=C(C=CC=C1)NC(N(CC)CC1=C(C=CC(=C1)C(F)(F)F)C1=CC(=CC=C1OC)CC(=O)O)=O ({2′-[3-(2-bromo-phenyl)-1-ethyl-ureidomethyl]-6-methoxy-4′-trifluoromethyl-biphenyl-3-yl}-acetic acid).